Task: describe an organic reaction: reactants, conditions, products, and yield. Dataset: the Open Reaction Database (ORD), a public repository of structured organic reaction records As a reaction SMILES: Br[CH:2]([C:9]1[CH:14]=[CH:13][CH:12]=[CH:11][CH:10]=1)[C:3]1[CH:8]=[CH:7][CH:6]=[CH:5][CH:4]=1.[F:15][C:16]([F:19])([F:18])[O-:17].CN([S+](N(C)C)N(C)C)C.O>C(#N)C>[C:3]1([CH:2]([O:17][C:16]([F:19])([F:18])[F:15])[C:9]2[CH:14]=[CH:13][CH:12]=[CH:11][CH:10]=2)[CH:8]=[CH:7][CH:6]=[CH:5][CH:4]=1 |f:1.2|. The product is C1(=CC=CC=C1)C(C1=CC=CC=C1)OC(F)(F)F (trifluoromethyl diphenylmethyl ether). Starting materials: BrC(C1=CC=CC=C1)C1=CC=CC=C1 (Bromodiphenylmethane), FC([O-])(F)F.CN(C)[S+](N(C)C)N(C)C (Tris(dimethylamino)sulfonium Trifluoromethoxide), O (water). Procedure: Bromodiphenylmethane, 20.7 g (0.084 mol), was added portionwise at 25° to a stirred solution of 0.093 mole of tris(dimethylamino)sulfonium trifluoromethoxide (prepared as in Example 1) in 75 mL of acetonitrile. The reaction mixture was stirred for 18 h and then poured into water. The aqueous mixture was extracted with ether, and the ether extracts were washed with water, dried (MgSO4), and then distilled to give 8.34 g of trifluoromethyl diphenylmethyl ether as a colorless oil: bp 83.3° (0.7 mm)... Run in C(C)#N (acetonitrile). Reaction conditions: time 18 hour. Starting materials: CC(=O)O, Cl, Nc1n[nH]c2ncnc(Nc3cccc(Cl)c3)c12, O=Cc1ccc(-c2nnn[nH]2)cc1. Product: Clc1cccc(Nc2ncnc3[nH]nc(NCc4ccc(-c5nnn[nH]5)cc4)c23)c1. As a reaction SMILES: [CH3:33][C:34](=[O:35])[OH:36].[ClH:32].[NH2:1][c:2]1[n:3][nH:4][c:5]2[n:6][cH:7][n:8][c:9]([NH:11][c:12]3[cH:13][c:14]([Cl:18])[cH:15][cH:16][cH:17]3)[c:10]12.[nH:19]1[n:20][n:21][n:22][c:23]1-[c:24]1[cH:25][cH:26][c:27]([CH:28]=[O:29])[cH:30][cH:31]1>>[NH:1]([c:2]1[n:3][nH:4][c:5]2[n:6][cH:7][n:8][c:9]([NH:11][c:12]3[cH:13][c:14]([Cl:18])[cH:15][cH:16][cH:17]3)[c:10]12)[CH2:28][c:27]1[cH:26][cH:25][c:24](-[c:23]2[nH:19][n:20][n:21][n:22]2)[cH:31][cH:30]1. Starting materials: CN(C)CCO (dimethylaminoethanol), C(C=C)(=O)OCC (ethyl acrylate), C1=CC=CC=2SC3=CC=CC=C3NC12 (phenothiazine), C(C=C)(=O)OCC (ethyl acrylate). The reagents and catalysts are catalyst. Solvent: C(C)O (ethanol). Yields the product C(C=C)(=O)OCCN(C)C (dimethylaminoethyl acrylate), C(C=C)(=O)OCC (ethyl acrylate). As a reaction SMILES: [CH3:1][N:2]([CH2:4][CH2:5][OH:6])[CH3:3].[C:7]([O:11][CH2:12][CH3:13])(=[O:10])[CH:8]=[CH2:9].C1C2NC3C(=CC=CC=3)SC=2C=CC=1>C(O)C>[C:7]([O:6][CH2:5][CH2:4][N:2]([CH3:3])[CH3:1])(=[O:10])[CH:8]=[CH2:9].[C:7]([O:11][CH2:12][CH3:13])(=[O:10])[CH:8]=[CH2:9]. Procedure: In a stirred reactor provided with superposed distillation column (100 cm, 0.5 cm Raschig rings) and condenser a mixture of 223 g of dimethylaminoethanol, 500 g of ethyl acrylate (H2O content=0.02% by weight), 20.3 g of catalyst from Example 3 and 0.01 g of phenothiazine was heated to boiling under atmospheric pressure while stirring. The reaction temperature rose from 105° C. to 130° C. during the reaction time (3.5 hours). A mixture of ethanol and ethyl acrylate was taken off at the top of the... Procedure details: A solution of N,N-bis(4-methoxybenzyl)-4-(2-(6-methoxypyridin-3-ylamino)phenyl)-6-methyl-1,3,5-triazin-2-amine (0.38 g, 0.70 mmol) in TFA (3 mL) was treated with several drops of trifluoromethane sulfonic acid and heated at 80° C. for 3 h. The solvent was removed in vacuo and the residue was purified by reverse phase preparative HPLC using a Phenomenex Gemini column, 10 micron, C18, 100 Å, 150×30 mm, 0.1% TFA in MeCN/H2O gradient to give 4-(2-(6-methoxypyridin-3-ylamino)phenyl)-6-methyl-1,3,5-tr... Conditions: temperature 80 celsius. The yield is 21.4%. Reaction SMILES: COC1C=CC(C[N:8](CC2C=CC(OC)=CC=2)[C:9]2[N:14]=[C:13]([C:15]3[CH:20]=[CH:19][CH:18]=[CH:17][C:16]=3[NH:21][C:22]3[CH:23]=[N:24][C:25]([O:28][CH3:29])=[CH:26][CH:27]=3)[N:12]=[C:11]([CH3:30])[N:10]=2)=CC=1>C(O)(C(F)(F)F)=O.FC(F)(F)S(O)(=O)=O>[CH3:29][O:28][C:25]1[N:24]=[CH:23][C:22]([NH:21][C:16]2[CH:17]=[CH:18][CH:19]=[CH:20][C:15]=2[C:13]2[N:12]=[C:11]([CH3:30])[N:10]=[C:9]([NH2:8])[N:14]=2)=[CH:27][CH:26]=1. The reagents and catalysts are FC(S(=O)(=O)O)(F)F (trifluoromethane sulfonic acid). Starting materials: COC1=CC=C(CN(C2=NC(=NC(=N2)C2=C(C=CC=C2)NC=2C=NC(=CC2)OC)C)CC2=CC=C(C=C2)OC)C=C1 (N,N-bis(4-methoxybenzyl)-4-(2-(6-methoxypyridin-3-ylamino)phenyl)-6-methyl-1,3,5-triazin-2-amine). The solvent is C(=O)(C(F)(F)F)O (TFA). Product: COC1=CC=C(C=N1)NC1=C(C=CC=C1)C1=NC(=NC(=N1)C)N (4-(2-(6-methoxypyridin-3-ylamino)phenyl)-6-methyl-1,3,5-triazin-2-amine). Starting materials: [OH-].[Na+] (NaOH), 4, [Na+].[Cl-] (NaCl), C(C=C)(=O)OC (methyl acrylate), OO (H2O2), C(C=C)(=O)OC (methyl acrylate), OO (H2O2), [OH-].[Na+] (NaOH), alcohol, Cl (HCl), C1(CCCCC1)S (cyclohexylmercaptan), [OH-].C(C1=CC=CC=C1)[N+](C)(C)C (benzyltrimethylammonium hydroxide), ice. Solvent: C(C)O (ethanol), C(C)(=O)O (acetic acid). Conditions: temperature 80 celsius, time 69 minute. Yields the product C1(CCCCC1)S(=O)(=O)CCC(=O)O (3-(cyclohexylsulfonyl)propionic acid). Isolated yield 68.0%. RXN SMILES: [CH:1]1([SH:7])[CH2:6][CH2:5][CH2:4][CH2:3][CH2:2]1.[OH-:8].C([N+](C)(C)C)C1C=CC=CC=1.[C:20]([O:24]C)(=[O:23])[CH:21]=[CH2:22].[OH-:26].[Na+].Cl.[Na+].[Cl-].OO>C(O)(=O)C.C(O)C>[CH:1]1([S:7]([CH2:22][CH2:21][C:20]([OH:24])=[O:23])(=[O:26])=[O:8])[CH2:6][CH2:5][CH2:4][CH2:3][CH2:2]1 |f:1.2,4.5,7.8|. Procedure: To a 1000 mL 4 neck glass reaction flask equipped with a mechanical stirrer, dropping funnel, thermometer, water cooled condenser, and ice bath were charged 100.18 g of cyclohexylmercaptan and 1 mL of 40% aqueous benzyltrimethylammonium hydroxide solution (as catalyst). To the dropping funnel was charged 84.15 mL (10% excess) of methyl acrylate. With agitation and ice cooling the methyl acrylate was added over a period of 14 minutes at 28°-38° C. Following the addition, the ice bath was replaced... Starting materials: Methyl 4-(4-(2H,3H-benzo[3,4-e]4-dioxin-6-yl)(1,3-thiazol-2-yl))-5-methylthiothiophene-2-carboxylate, NC(C=1C=C(SC1C)C(=S)OC)=S (methyl 4-(aminothioxomethyl)-5-methylthiothiophene-2-carboxylate), O1CCOC2=C1C=CC(=C2)C(CBr)=O (1-(2H,3H-benzo[e]1,4-dioxin-6-yl)-2-bromoethan-1-one). The solvent is reagent, CC(=O)C (acetone). Run at time 2 day. Yields the product C1OC=2C=C(C=CC2OC1)C=1N=C(SC1)C=1C=C(SC1C)C(=S)OC (methyl 4-[4-(3,4-ethylenedioxyphenyl)thiazol-2-yl]-5-methylthiothiophene-2-carboxylate). Yield: 95.1%. As a reaction SMILES: [NH2:1][C:2](=[S:13])[C:3]1[CH:4]=[C:5]([C:9]([O:11][CH3:12])=[S:10])[S:6][C:7]=1[CH3:8].[O:14]1[C:19]2[CH:20]=[CH:21][C:22]([C:24](=O)[CH2:25]Br)=[CH:23][C:18]=2[O:17][CH2:16][CH2:15]1>CC(C)=O>[CH2:16]1[CH2:15][O:14][C:19]2[CH:20]=[CH:21][C:22]([C:24]3[N:1]=[C:2]([C:3]4[CH:4]=[C:5]([C:9]([O:11][CH3:12])=[S:10])[S:6][C:7]=4[CH3:8])[S:13][CH:25]=3)=[CH:23][C:18]=2[O:17]1. Procedure: Methyl 4-(4-(2H,3H-benzo[3,4-e]4-dioxin-6-yl)(1,3-thiazol-2-yl))-5-methylthiothiophene-2-carboxylate: 40 mg (0.162 mmol) of methyl 4-(aminothioxomethyl)-5-methylthiothiophene-2-carboxylate (Maybridge Chemical Co. LTD., Cornwall, U.K.) was dissolved in 2 mL of reagent grade acetone. 1-(2H,3H-benzo[e]1,4-dioxin-6-yl)-2-bromoethan-1-one (0.162 mmol; 42 mg; Maybridge Chemical Co. LTD., Cornwall, U.K.) was added and the solution was allowed to reflux for 3 h. The solution was allowed to cool and allo... RXN SMILES: [CH2:21]([CH3:22])[O:23][CH:24]([CH2:25][CH2:26][C:27]#[N:28])[O:29][CH2:30][CH3:31].[F:12][C:13]([C:14](=[O:15])[O:16][CH2:17][CH3:18])([F:19])[F:20].[F:1][C:2]([F:3])([F:4])[n:5]1[cH:6][cH:7][cH:8][cH:9]1.[H-:10].[Na+:11].[O:32]1[CH2:33][CH2:34][CH2:35][CH2:36]1>>[F:12][C:13]([C:14](=[O:15])[CH:26]([CH2:25][CH:24]([O:23][CH2:21][CH3:22])[O:29][CH2:30][CH3:31])[C:27]#[N:28])([F:19])[F:20]. Starting materials: CCOC(CCC#N)OCC, CCOC(=O)C(F)(F)F, FC(F)(F)n1cccc1, [H-], [Na+], C1CCOC1. Product: CCOC(CC(C#N)C(=O)C(F)(F)F)OCC. The reactants are C(#N)C(C1=CC=CC=C1)(C1=CC=CC=C1)[C@@H]1CN(CC1)S(=O)(=O)C1=CC=C(C)C=C1 (3-(R)-(-)-(1-cyano-1,1-diphenylmethyl)-1-tosylpyrrolidine). Run in C(Cl)Cl (CH2Cl2). Yields the product C(#N)C(C1=CC=CC=C1)(C1=CC=CC=C1)[C@@H]1CNCC1 (3-(R)-(-)-(1-cyano-1,1-diphenylmethyl)pyrrolidine). RXN SMILES: [C:1]([C:3]([C@H:16]1[CH2:20][CH2:19][N:18](S(C2C=CC(C)=CC=2)(=O)=O)[CH2:17]1)([C:10]1[CH:15]=[CH:14][CH:13]=[CH:12][CH:11]=1)[C:4]1[CH:9]=[CH:8][CH:7]=[CH:6][CH:5]=1)#[N:2]>C(Cl)Cl>[C:1]([C:3]([C@H:16]1[CH2:20][CH2:19][NH:18][CH2:17]1)([C:10]1[CH:11]=[CH:12][CH:13]=[CH:14][CH:15]=1)[C:4]1[CH:9]=[CH:8][CH:7]=[CH:6][CH:5]=1)#[N:2]. Procedure: A similar procedure starting with 3-(R)-(-)-(1-cyano-1,1-diphenylmethyl)-1-tosylpyrrolidine (19.5 g-see Preparation 6(C)), gave 3-(R)-(-)-(1-cyano-1,1-diphenylmethyl)pyrrolidine, yield 9.5 g, [α]D25 -9.8° (c 1.0, CH2Cl2). The reactants are C(C)OC(=O)C=1N(C2=CC=C(C=C2C1)Cl)CC(=O)N1CCN(CC1)C1=C(C=CC=C1)C(NC1=CC=C(C=C1)S(=O)(=O)C)=O (5-chloro-1-(2-{4-[2-(4-methanesulfonyl-phenylcarbamoyl)-phenyl]-piperazin-1-yl}-2-oxo-ethyl)-1H-indole-2-carboxylic acid ethyl ester). Solvent: O.CO.O1CCOCC1 (water MeOH 1,4-dioxane). Conditions: temperature 50 celsius. Yields the product ClC=1C=C2C=C(N(C2=CC1)CC(=O)N1CCN(CC1)C1=C(C=CC=C1)C(NC1=CC=C(C=C1)S(=O)(=O)C)=O)C(=O)O (5-chloro-1-(2-{4-[2-(4-methanesulfonyl-phenylcarbamoyl)-phenyl]-piperazin-1-yl}-2-oxo-ethyl)-1H-indole-2-carboxylic acid). Yield: 19.1%. RXN SMILES: C([O:3][C:4]([C:6]1[N:7]([CH2:16][C:17]([N:19]2[CH2:24][CH2:23][N:22]([C:25]3[CH:30]=[CH:29][CH:28]=[CH:27][C:26]=3[C:31](=[O:43])[NH:32][C:33]3[CH:38]=[CH:37][C:36]([S:39]([CH3:42])(=[O:41])=[O:40])=[CH:35][CH:34]=3)[CH2:21][CH2:20]2)=[O:18])[C:8]2[C:13]([CH:14]=1)=[CH:12][C:11]([Cl:15])=[CH:10][CH:9]=2)=[O:5])C>O.CO.O1CCOCC1>[Cl:15][C:11]1[CH:12]=[C:13]2[C:8](=[CH:9][CH:10]=1)[N:7]([CH2:16][C:17]([N:19]1[CH2:20][CH2:21][N:22]([C:25]3[CH:30]=[CH:29][CH:28]=[CH:27][C:26]=3[C:31](=[O:43])[NH:32][C:33]3[CH:38]=[CH:37][C:36]([S:39]([CH3:42])(=[O:40])=[O:41])=[CH:35][CH:34]=3)[CH2:23][CH2:24]1)=[O:18])[C:6]([C:4]([OH:5])=[O:3])=[CH:14]2 |f:1.2.3|. Procedure details: A suspension of 5-chloro-1-(2-{4-[2-(4-methanesulfonyl-phenylcarbamoyl)-phenyl]-piperazin-1-yl}-2-oxo-ethyl)-1H-indole-2-carboxylic acid ethyl ester (0.14 g, 0.22 mmol) of in a 1:1:1 mixture of water/MeOH/1,4-dioxane (9 mL) is heated at 50° C. for 1 hour during which time all of the solids went into solution. The mixture is cooled to room temperature and concentrated under reduced pressure to remove volatile organics. The pH of the mixture is adjusted to slightly acidic (approx pH 5) by the addi... Starting materials: NC1=C(C(=O)NC(C(=O)O)CC2=CC(=C(C=C2)[N+](=O)[O-])OCC2=CC=CC=C2)C=CC=C1 (2-(2-amino-benzoylamino)-3-(3-benzyloxy-4-nitro-phenyl)-propionic acid), C=1C=CC2=C(C1)N=NN2O (HOBt), Cl.C(C)N=C=NCCCN(C)C (1-ethyl-(3-dimethylaminopropyl)carbodiimide hydrochloride). The solvent is C(Cl)Cl (CH2Cl2). Reaction conditions: time 4 hour. Product: C(C1=CC=CC=C1)OC=1C=C(CC2C(NC3=C(C(N2)=O)C=CC=C3)=O)C=CC1[N+](=O)[O-] (3-(3-benzyloxy-4-nitro-benzyl)-3,4-dihydro-1H-benzo[1,4]diazepine-2,5-dione). RXN SMILES: [NH2:1][C:2]1[CH:32]=[CH:31][CH:30]=[CH:29][C:3]=1[C:4]([NH:6][CH:7]([CH2:11][C:12]1[CH:17]=[CH:16][C:15]([N+:18]([O-:20])=[O:19])=[C:14]([O:21][CH2:22][C:23]2[CH:28]=[CH:27][CH:26]=[CH:25][CH:24]=2)[CH:13]=1)[C:8](O)=[O:9])=[O:5].C1C=CC2N(O)N=NC=2C=1.Cl.C(N=C=NCCCN(C)C)C>C(Cl)Cl>[CH2:22]([O:21][C:14]1[CH:13]=[C:12]([CH:17]=[CH:16][C:15]=1[N+:18]([O-:20])=[O:19])[CH2:11][CH:7]1[NH:6][C:4](=[O:5])[C:3]2[CH:29]=[CH:30][CH:31]=[CH:32][C:2]=2[NH:1][C:8]1=[O:9])[C:23]1[CH:28]=[CH:27][CH:26]=[CH:25][CH:24]=1 |f:2.3|. Procedure details: To a solution of the title I compound, 2-(2-amino-benzoylamino)-3-(3-benzyloxy-4-nitro-phenyl)-propionic acid (317 mg, 0.728 mmol) in CH2Cl2 (10 mL) is added HOBt (111.5 mg, 0.728 mmol) and 1-ethyl-(3-dimethylaminopropyl)carbodiimide hydrochloride (EDAC.HCl, 140 mg, 0,72 mmol) and the mixture is stirred at RT for 4 h and evaporated. The residue is partitioned between EtOAc and water and the organic solution is washed with 1N aqueous HCl, water, saturated aqueous NaHCO3 and brine, dried over anhy...